Dataset: the Open Reaction Database (ORD), a public repository of structured organic reaction records. Task: describe an organic reaction: reactants, conditions, products, and yield Yields the product COC(=O)c1cc(F)c(C#N)cc1F. The reactants are [Br-], CCCC[N+](CCCC)(CCCC)CCCC, CCOC(C)=O, COC(=O)c1cc(F)c(F)cc1F, N#C[Na], CN(C)C=O. As a reaction SMILES: [Br-:17].[CH3:18][CH2:19][CH2:20][CH2:21][N+:22]([CH2:23][CH2:24][CH2:25][CH3:26])([CH2:27][CH2:28][CH2:29][CH3:30])[CH2:31][CH2:32][CH2:33][CH3:34].[CH3:40][CH2:41][O:42][C:43]([CH3:44])=[O:45].[F:1][c:2]1[c:3]([C:4](=[O:5])[O:6][CH3:7])[cH:8][c:9]([F:13])[c:10]([F:12])[cH:11]1.[Na:14][C:15]#[N:16].[O:35]=[CH:36][N:37]([CH3:38])[CH3:39]>>[F:1][c:2]1[c:3]([C:4](=[O:5])[O:6][CH3:7])[cH:8][c:9]([F:13])[c:10]([C:15]#[N:16])[cH:11]1. Starting materials: BrC=1N=CN(C1)C1=NC(=NC=C1)N1CCOCC1 (4-[4-(4-Bromo-imidazol-1-yl)-pyrimidin-2-yl]-morpholine), P(=O)([O-])([O-])[O-].[K+].[K+].[K+] (tripotassium phosphate), COC1=C(C(=CC=C1)OC)O.B(O)O (2,6-dimethoxy-phenol boronic acid), resultant mixture, bis(tri-butylphospine)palladium. The solvent is O1CCOCC1 (dioxane), CC(=O)N(C)C (DMA). Conditions: temperature 170 celsius. Product: COC1=C(C(=CC(=C1)C=1N(C=NC1)C1=NC(=NC=C1)N1CCOCC1)OC)O (2,6-Dimethoxy-4-[3-(2-morpholin-4-yl-pyrimidin-4-yl)-3H-imidazol-4-yl]-phenol). Isolated yield 96.3%. RXN SMILES: Br[C:2]1[N:3]=[CH:4][N:5]([C:7]2[CH:12]=[CH:11][N:10]=[C:9]([N:13]3[CH2:18][CH2:17][O:16][CH2:15][CH2:14]3)[N:8]=2)[CH:6]=1.P([O-])([O-])([O-])=O.[K+].[K+].[K+].[CH3:27][O:28][C:29]1[CH:34]=[CH:33][CH:32]=[C:31]([O:35][CH3:36])[C:30]=1[OH:37].B(O)O>O1CCOCC1.CC(N(C)C)=O>[CH3:36][O:35][C:31]1[CH:32]=[C:33]([C:6]2[N:5]([C:7]3[CH:12]=[CH:11][N:10]=[C:9]([N:13]4[CH2:18][CH2:17][O:16][CH2:15][CH2:14]4)[N:8]=3)[CH:4]=[N:3][CH:2]=2)[CH:34]=[C:29]([O:28][CH3:27])[C:30]=1[OH:37] |f:1.2.3.4,5.6|. Reported procedure: To a solution of 4-[4-(4-Bromo-imidazol-1-yl)-pyrimidin-2-yl]-morpholine (0.20 g, 0.65 mmol) in anhydrous dioxane (6 ml) and anhydrous DMA (0.6 m) was added tripotassium phosphate (0.28 g, 1.3 mmol) and 2,6-dimethoxy-phenol-boronic acid (0.18 g, 0.91 mmol). The resultant mixture was degassed with sonication for 10 minutes before the addition of bis(tri-butylphospine)palladium (0.017 g, 0.033 mmol) and degassing for a further 5 minutes. The reaction vessel was sealed and heated under the influenc... Procedure details: (S)-3-Hydroxypyrrolidine (0.0577 ml) was added to a mixture of benzyl 1-({[4-({2-[(phenoxycarbonyl)amino]pyridin-4-yl}oxy)-2,5-difluorophenyl]amino}carbonyl)cyclopropanecarboxylate (200 mg) and N-methylpyrrolidinone (4.0 ml) at room temperature under a nitrogen atmosphere, and the mixture was stirred for 2 hours. A saturated aqueous solution of sodium hydrogencarbonate (20 ml) was added to the mixture, and the mixture was stirred for 30 minutes. The precipitated solid was collected by filtration... Yields the product FC1=C(C=C(C(=C1)OC1=CC(=NC=C1)NC(=O)N1C[C@H](CC1)O)F)NC(=O)C1(CC1)C(=O)OCC1=CC=CC=C1 (Benzyl 1-[({2,5-difluoro-4-[(2-{[((S)-3-hydroxypyrrolidin-1-yl)carbonyl]amino}pyridin-4-yl)oxy]phenyl}amino)carbonyl]cyclopropanecarboxylate). The reactants are O[C@@H]1CNCC1 ((S)-3-Hydroxypyrrolidine), O(C1=CC=CC=C1)C(=O)NC1=NC=CC(=C1)OC1=CC(=C(C=C1F)NC(=O)C1(CC1)C(=O)OCC1=CC=CC=C1)F (benzyl 1-({[4-({2-[(phenoxycarbonyl)amino]pyridin-4-yl}oxy)-2,5-difluorophenyl]amino}carbonyl)cyclopropanecarboxylate), C(O)([O-])=O.[Na+] (sodium hydrogencarbonate). The yield is 81.0%. As a reaction SMILES: [OH:1][C@H:2]1[CH2:6][CH2:5][NH:4][CH2:3]1.[O:7]([C:14]([NH:16][C:17]1[CH:22]=[C:21]([O:23][C:24]2[C:29]([F:30])=[CH:28][C:27]([NH:31][C:32]([C:34]3([C:37]([O:39][CH2:40][C:41]4[CH:46]=[CH:45][CH:44]=[CH:43][CH:42]=4)=[O:38])[CH2:36][CH2:35]3)=[O:33])=[C:26]([F:47])[CH:25]=2)[CH:20]=[CH:19][N:18]=1)=O)C1C=CC=CC=1.C(=O)([O-])O.[Na+]>CN1CCCC1=O>[F:47][C:26]1[CH:25]=[C:24]([O:23][C:21]2[CH:20]=[CH:19][N:18]=[C:17]([NH:16][C:14]([N:4]3[CH2:5][CH2:6][C@H:2]([OH:1])[CH2:3]3)=[O:7])[CH:22]=2)[C:29]([F:30])=[CH:28][C:27]=1[NH:31][C:32]([C:34]1([C:37]([O:39][CH2:40][C:41]2[CH:42]=[CH:43][CH:44]=[CH:45][CH:46]=2)=[O:38])[CH2:36][CH2:35]1)=[O:33] |f:2.3|. Run at time 2 hour. Solvent: CN1C(CCC1)=O (N-methylpyrrolidinone). Reactants: COC=1C=C(C=C(C1OC)Cl)C=CC=CC(=O)O (5-(3,4-Dimethoxy-5-chlorophenyl)-2,4-pentadienoic acid), C(C)(=O)O (acetic acid). Reagents/catalysts: [Pd] (Palladium on charcoal). Run in Cl (hydrochloric acid). The product is COC1=CC(=CC(C1)(Cl)OC)CCCCC(=O)O (5-(3,5-Dimethoxy-5-chlorophenyl)pentanoic acid). Reaction SMILES: [CH3:1][O:2][C:3]1[CH:4]=[C:5]([CH:12]=[CH:13][CH:14]=[CH:15][C:16]([OH:18])=[O:17])[CH:6]=[C:7]([Cl:11])[C:8]=1OC.[C:19](O)(=[O:21])C>Cl.[Pd]>[CH3:1][O:2][C:3]1[CH2:8][C:7]([O:21][CH3:19])([Cl:11])[CH:6]=[C:5]([CH2:12][CH2:13][CH2:14][CH2:15][C:16]([OH:18])=[O:17])[CH:4]=1. Procedure details: A solution containing 6.2 g of the above product obtained in Example 32 was dissolved in a mixture of 30 ml of acetic acid and 3 ml of conc. hydrochloric acid. Palladium on charcoal catalyst (10% Pd) was added and the mixture was hydrogenated at normal pressure and room temperature. After filteration the solvents were evaporated in vacuo. Yield 3.2 g (55%), a viscous oil. The reactants are OC(C=CC1=CC=C(C=C1)C1=NC=C(C=N1)OCCCCCCCCCC)C(F)(F)F ((-)-2-(4-(3-hydroxy-4,4,4-trifluoro-1-butenyl) phenyl)-5-decyloxypyrimidine). The reagents and catalysts are [Ag]=O (silver oxide). Solvent: C(CCC)I (butyl iodide). Conditions: time 4 day. Product: C(CCC)OC(C=CC1=CC=C(C=C1)C1=NC=C(C=N1)OCCCCCCCCCC)C(F)(F)F ((-)-2-(4-(3-butoxy-4,4,4-trifluoro-1-butenyl)phenyl)-5-decyloxypyrimidine). Isolated yield 173.7%. As a reaction SMILES: [OH:1][CH:2]([C:28]([F:31])([F:30])[F:29])[CH:3]=[CH:4][C:5]1[CH:10]=[CH:9][C:8]([C:11]2[N:16]=[CH:15][C:14]([O:17][CH2:18][CH2:19][CH2:20][CH2:21][CH2:22][CH2:23][CH2:24][CH2:25][CH2:26][CH3:27])=[CH:13][N:12]=2)=[CH:7][CH:6]=1>C(I)CCC.[Ag]=O>[CH2:28]([O:1][CH:2]([C:28]([F:30])([F:31])[F:29])[CH:3]=[CH:4][C:5]1[CH:6]=[CH:7][C:8]([C:11]2[N:16]=[CH:15][C:14]([O:17][CH2:18][CH2:19][CH2:20][CH2:21][CH2:22][CH2:23][CH2:24][CH2:25][CH2:26][CH3:27])=[CH:13][N:12]=2)=[CH:9][CH:10]=1)[CH2:2][CH2:3][CH3:4]. Procedure details: 1.0 g of (-)-2-(4-(3-hydroxy-4,4,4-trifluoro-1-butenyl) phenyl)-5-decyloxypyrimidine was dissolved in 5 ml of butyl iodide. The solution was added with 3 g of silver oxide and stirred at 25°-30° C. for 4 days. The reaction mixture was cleared of silver oxide by filtration and concentrated under reduced pressure, and the residue was purified by silica gel column chromatography using toluene/ethyl acetate as eluent to obtain 0.98 g of (-)-2-(4-(3-butoxy-4,4,4-trifluoro-1-butenyl)phenyl)-5-decyloxy... Reactants: ClC1=NC(=CN=C1)[Sn](CCCC)(CCCC)CCCC (2-chloro-6-(tributylstannyl)pyrazine), ClC1=C(C(=CC=C1)F)C=1C=C2C(=CN(C2=CC1)S(=O)(=O)C1=CC=C(C)C=C1)I (5-(2-chloro-6-fluorophenyl)-3-iodo-1-tosyl-1H-indole). The reagents and catalysts are [Cu]I (CuI), C=1C=CC(=CC1)[P](C=2C=CC=CC2)(C=3C=CC=CC3)[Pd]([P](C=4C=CC=CC4)(C=5C=CC=CC5)C=6C=CC=CC6)([P](C=7C=CC=CC7)(C=8C=CC=CC8)C=9C=CC=CC9)[P](C=1C=CC=CC1)(C=1C=CC=CC1)C=1C=CC=CC1 (Pd(PPh3)4). The solvent is CN(C)C=O (DMF). Reaction conditions: temperature 105 celsius. Yields the product ClC1=C(C(=CC=C1)F)C=1C=C2C(=CN(C2=CC1)S(=O)(=O)C1=CC=C(C)C=C1)C1=NC(=CN=C1)Cl (5-(2-chloro-6-fluorophenyl)-3-(6-chloropyrazin-2-yl)-1-tosyl-1H-indole). Yield: 90.4%. Reaction SMILES: [Cl:1][C:2]1[CH:7]=[N:6][CH:5]=[C:4]([Sn](CCCC)(CCCC)CCCC)[N:3]=1.[Cl:21][C:22]1[CH:27]=[CH:26][CH:25]=[C:24]([F:28])[C:23]=1[C:29]1[CH:30]=[C:31]2[C:35](=[CH:36][CH:37]=1)[N:34]([S:38]([C:41]1[CH:47]=[CH:46][C:44]([CH3:45])=[CH:43][CH:42]=1)(=[O:40])=[O:39])[CH:33]=[C:32]2I>CN(C=O)C.[Cu]I.C1C=CC([P]([Pd]([P](C2C=CC=CC=2)(C2C=CC=CC=2)C2C=CC=CC=2)([P](C2C=CC=CC=2)(C2C=CC=CC=2)C2C=CC=CC=2)[P](C2C=CC=CC=2)(C2C=CC=CC=2)C2C=CC=CC=2)(C2C=CC=CC=2)C2C=CC=CC=2)=CC=1>[Cl:21][C:22]1[CH:27]=[CH:26][CH:25]=[C:24]([F:28])[C:23]=1[C:29]1[CH:30]=[C:31]2[C:35](=[CH:36][CH:37]=1)[N:34]([S:38]([C:41]1[CH:42]=[CH:43][C:44]([CH3:45])=[CH:46][CH:47]=1)(=[O:39])=[O:40])[CH:33]=[C:32]2[C:4]1[CH:5]=[N:6][CH:7]=[C:2]([Cl:1])[N:3]=1 |^1:59,61,80,99|. Procedure: Argon was bubbled through a slurry of CuI (0.036 g, 0.190 mmol), Pd(PPh3)4 (0.110 g, 0.095 mmol), 2-chloro-6-(tributylstannyl)pyrazine (1.151 g, 2.85 mmol), 5-(2-chloro-6-fluorophenyl)-3-iodo-1-tosyl-1H-indole (1.00 g, 1.902 mmol) in 9 mL DMF for 2 min. The reaction was sealed and heated to 105° C. for 2 h. The reaction was cooled and partitioned between EtOAc and water. The organic layer was washed 1× brine, dried over Na2SO4, filtered, and concentrated in vacuo. The material was treated with D... Starting materials: FC1=C(CNC2=CC(=NC=C2C(=O)N)NC2=CC=C(C=C2)C2CCNCC2)C=CC=C1F (4-(2,3-difluorobenzylamino)-6-(4-(piperidin-4-yl)phenylamino)nicotinamide), CCN(C(C)C)C(C)C (DIEA), BrCCF (1-bromo-2-fluoroethane). Run in CN1CCCC1=O (NMP). Conditions: time 8 hour. Product: FC1=C(CNC2=CC(=NC=C2C(=O)N)NC2=CC=C(C=C2)C2CCN(CC2)CCF)C=CC=C1F (4-(2,3-difluorobenzylamino)-6-(4-(1-(2-fluoroethyl)piperidin-4-yl)phenylamino)nicotinamide). The yield is 60.9%. Reaction SMILES: [F:1][C:2]1[C:31]([F:32])=[CH:30][CH:29]=[CH:28][C:3]=1[CH2:4][NH:5][C:6]1[C:11]([C:12]([NH2:14])=[O:13])=[CH:10][N:9]=[C:8]([NH:15][C:16]2[CH:21]=[CH:20][C:19]([CH:22]3[CH2:27][CH2:26][NH:25][CH2:24][CH2:23]3)=[CH:18][CH:17]=2)[CH:7]=1.CCN(C(C)C)C(C)C.Br[CH2:43][CH2:44][F:45]>CN1C(=O)CCC1>[F:1][C:2]1[C:31]([F:32])=[CH:30][CH:29]=[CH:28][C:3]=1[CH2:4][NH:5][C:6]1[C:11]([C:12]([NH2:14])=[O:13])=[CH:10][N:9]=[C:8]([NH:15][C:16]2[CH:17]=[CH:18][C:19]([CH:22]3[CH2:23][CH2:24][N:25]([CH2:43][CH2:44][F:45])[CH2:26][CH2:27]3)=[CH:20][CH:21]=2)[CH:7]=1. Procedure: Compound 4-(2,3-difluorobenzylamino)-6-(4-(piperidin-4-yl)phenylamino)nicotinamide (Example 209) (85 mg, 0.18 mmol) was dissolved in 3 mL NMP with DIEA (95 μL, 0.54 mmol). To it was added 1-bromo-2-fluoroethane (230 mg, 1.8 mmol). The mixture was stirred at RT for overnight. The reaction was about 70% completion. It was quenched with TFA and concentrated in vacuo. The mixture was subjected to reverse phase preparative HPLC to isolate the title compound (53 mg). MS found for C26H28F3N5O as (M+H)+... Solvent: O (water). As a reaction SMILES: [O:1]1[C:5]([NH:6][C:7](=[O:14])OCC(Cl)(Cl)Cl)=[CH:4][CH:3]=[N:2]1.[C:15]1([C:21]2[N:22]=[C:23]([N:26]3[CH2:31][CH2:30][NH:29][CH2:28][CH2:27]3)[S:24][CH:25]=2)[CH:20]=[CH:19][CH:18]=[CH:17][CH:16]=1.C(N(C(C)C)CC)(C)C.CS(C)=O>O>[O:1]1[C:5]([NH:6][C:7]([N:29]2[CH2:30][CH2:31][N:26]([C:23]3[S:24][CH:25]=[C:21]([C:15]4[CH:20]=[CH:19][CH:18]=[CH:17][CH:16]=4)[N:22]=3)[CH2:27][CH2:28]2)=[O:14])=[CH:4][CH:3]=[N:2]1. Starting materials: O1N=CC=C1NC(OCC(Cl)(Cl)Cl)=O (2,2,2-trichloroethyl isoxazol-5-ylcarbamate), C1(=CC=CC=C1)C=1N=C(SC1)N1CCNCC1 (1-(4-phenyl-1,3-thiazol-2-yl)piperazine), C(C)(C)N(CC)C(C)C (diisopropylethylamine), CS(=O)C (dimethylsulfoxide). Yields the product O1N=CC=C1NC(=O)N1CCN(CC1)C=1SC=C(N1)C1=CC=CC=C1 (N-Isoxazol-5-yl-4-(4-phenyl-1,3-thiazol-2-yl)piperazine-1-carboxamide). Procedure details: A solution of 2,2,2-trichloroethyl isoxazol-5-ylcarbamate (200 mg, 0.771 mmol), 1-(4-phenyl-1,3-thiazol-2-yl)piperazine (189 mg, 0.771 mmol), diisopropylethylamine (0.134 ml, 0.771 mmol) and dimethylsulfoxide (7 ml) was stirred at 70° C. for 12 hours, the reaction mixture was poured into water and the mixture was extracted with ethyl acetate. The extract was washed with water and dried over anhydrous magnesium sulfate. The solvent was distilled off under reduced pressure. The residue was purifie... Starting materials: [OH-].[Na+] (sodium hydroxide), Cl (hydrochloric acid), solid, C(C(C)(C)C)(=O)OCC(S(=O)(=O)[O-])(F)F.C1(=CC=CC=C1)[I+]C1=CC=CC=C1 (diphenyliodonium 2-pivaloyloxy-1,1-difluoroethanesulfonate), CO (methanol). The solvent is C(Cl)(Cl)Cl (chloroform). Product: OCC(S(=O)(=O)[O-])(F)F.C1(=CC=CC=C1)[I+]C1=CC=CC=C1 (Diphenyliodonium 2-Hydroxy-1,1-difluoroethanesulfonate). The yield is 93.1%. As a reaction SMILES: C([O:7][CH2:8][C:9]([F:15])([F:14])[S:10]([O-:13])(=[O:12])=[O:11])(=O)C(C)(C)C.[C:16]1([I+:22][C:23]2[CH:28]=[CH:27][CH:26]=[CH:25][CH:24]=2)[CH:21]=[CH:20][CH:19]=[CH:18][CH:17]=1.CO.[OH-].[Na+].Cl>C(Cl)(Cl)Cl>[OH:7][CH2:8][C:9]([F:15])([F:14])[S:10]([O-:13])(=[O:12])=[O:11].[C:23]1([I+:22][C:16]2[CH:17]=[CH:18][CH:19]=[CH:20][CH:21]=2)[CH:24]=[CH:25][CH:26]=[CH:27][CH:28]=1 |f:0.1,3.4,7.8|. Procedure: In 10 mL of chloroform, 7.32 g of a solid of diphenyliodonium 2-pivaloyloxy-1,1-difluoroethanesulfonate (purity: 90%, equivalent to 13.0 mmol) was dissolved by stirring. The resulting solution was admixed with 26 mL of methanol and 52 mg (1.30 mmol) of sodium hydroxide, and then, reacted at room temperature for 4 hours. To the thus-obtained reaction solution, 0.145 g (1.43 mmol) of concentrated hydrochloric acid was added. The reaction solution was subsequently subjected to concentration under r...